Dataset: the Open Reaction Database (ORD), a public repository of structured organic reaction records. Task: describe an organic reaction: reactants, conditions, products, and yield Starting materials: C(C)N1CC2=C(C(C1)O)C=C(S2)C (6-ethyl-2-methyl-4,5,6,7-tetrahydrothieno[2,3-c]pyridin-4-ol), ClC=1C=C(C=CC1Cl)F (3,4-dichloro-1-fluorobenzene). Product: Cl.ClC=1C=C(C=CC1Cl)OC1C2=C(CN(C1)CC)SC(=C2)C (4-(3,4-Dichlorophenyloxy)-6-ethyl-2-methyl-4,5,6,7-tetrahydrothieno[2,3-c]pyridine hydrochloride). Reaction SMILES: [CH2:1]([N:3]1[CH2:8][CH:7]([OH:9])[C:6]2[CH:10]=[C:11]([CH3:13])[S:12][C:5]=2[CH2:4]1)[CH3:2].[Cl:14][C:15]1[CH:16]=[C:17](F)[CH:18]=[CH:19][C:20]=1[Cl:21]>>[ClH:14].[Cl:14][C:15]1[CH:16]=[C:17]([O:9][CH:7]2[CH2:8][N:3]([CH2:1][CH3:2])[CH2:4][C:5]3[S:12][C:11]([CH3:13])=[CH:10][C:6]2=3)[CH:18]=[CH:19][C:20]=1[Cl:21] |f:2.3|. Procedure details: The same method as in Example 3 was conducted using 6-ethyl-2-methyl-4,5,6,7-tetrahydrothieno[2,3-c]pyridin-4-ol (Reference Example 10) instead of 6-methyl-4,5,6,7-tetrahydrothieno[2,3-c]pyridin-4-ol (Reference Example 6) and was conducted using 3,4-dichloro-1-fluorobenzene instead of 1,3-difluorobenzene to give the objective compound. As a reaction SMILES: ClC(Cl)(Cl)CO[C:5](=[O:27])[NH:6][C:7]1[N:8]([C:17]2[CH:22]=[CH:21][CH:20]=[C:19]([O:23][CH2:24][CH2:25][OH:26])[CH:18]=2)[N:9]=[C:10]([C:12]([C:15]#[N:16])([CH3:14])[CH3:13])[CH:11]=1.[CH3:30][C@H:31]1[CH2:36][CH2:35][CH2:34][CH2:33][N:32]1[C:37]1[N:41]2[CH:42]=[C:43]([O:46][C@H:47]3[C:56]4[C:51](=[CH:52][CH:53]=[CH:54][CH:55]=4)[C@@H:50]([NH2:57])[CH2:49][CH2:48]3)[CH:44]=[CH:45][C:40]2=[N:39][N:38]=1.C[C@H]1CCC[C@@H](C)N1C1N2C=C(O[C@H]3C4C(=CC=CC=4)[C@@H](NC(=O)NC4N(C5C=NN(CCOS(C)(=O)=O)C=5)N=C(C(C)C)C=4)CC3)C=CC2=NN=1>>[C:15]([C:12]([CH3:14])([CH3:13])[C:10]1[CH:11]=[C:7]([NH:6][C:5]([NH:57][C@@H:50]2[C:51]3[C:56](=[CH:55][CH:54]=[CH:53][CH:52]=3)[C@H:47]([O:46][C:43]3[CH:44]=[CH:45][C:40]4[N:41]([C:37]([N:32]5[CH2:33][CH2:34][CH2:35][CH2:36][C@@H:31]5[CH3:30])=[N:38][N:39]=4)[CH:42]=3)[CH2:48][CH2:49]2)=[O:27])[N:8]([C:17]2[CH:22]=[CH:21][CH:20]=[C:19]([O:23][CH2:24][CH2:25][OH:26])[CH:18]=2)[N:9]=1)#[N:16]. The product is C(#N)C(C=1C=C(N(N1)C1=CC(=CC=C1)OCCO)NC(=O)N[C@H]1CC[C@H](C2=CC=CC=C12)OC=1C=CC=2N(C1)C(=NN2)N2[C@H](CCCC2)C)(C)C (1-{5-(Cyano-dimethyl-methyl)-2-[3-(2-hydroxy-ethoxy)-phenyl]-2H-pyrazol-3-yl}-3-{(1S,4R)-4-[3-((S)-2-methyl-piperidin-1-yl)-[1,2,4]triazolo[4,3-a]pyridin-6-yloxy]-1,2,3,4-tetrahydro-naphthalen-1-yl}-urea). The reactants are ClC(COC(NC=1N(N=C(C1)C(C)(C)C#N)C1=CC(=CC=C1)OCCO)=O)(Cl)Cl ({5-(Cyano-dimethyl-methyl)-2-[3-(2-hydroxy-ethoxy)-phenyl]-2H-pyrazol-3-yl}-carbamic acid 2,2,2-trichloro-ethyl ester), C[C@@H]1N(CCCC1)C1=NN=C2N1C=C(C=C2)O[C@@H]2CC[C@@H](C1=CC=CC=C21)N ((1S,4R)-4-[3-((S)-2-Methyl-piperidin-1-yl)-[1,2,4]triazolo[4,3-a]pyridin-6-yloxy]-1,2,3,4-tetrahydro-naphthalen-1-ylamine), C[C@@H]1N([C@@H](CCC1)C)C1=NN=C2N1C=C(C=C2)O[C@@H]2CC[C@@H](C1=CC=CC=C21)NC(NC2=CC(=NN2C=2C=NN(C2)CCOS(=O)(=O)C)C(C)C)=O (Methanesulfonic acid 2-[5-(3-{(1S,4R)-4-[3-((2S,6R)-2,6-dimethyl-piperidin-1-yl)-[1,2,4]triazolo[4,3-a]pyridin-6-yloxy]-1,2,3,4-tetrahydro-naphthalen-1-yl}-ureido)-3-isopropyl-[1,4′]bipyrazolyl-1′-yl]-ethyl ester). Reported procedure: The title compound was prepared using Intermediate 20e and Intermediate 2 in an analogous fashion to the procedure described for Intermediate A step d. LCMS (Method 3): Rt 3.39 min, m/z 690.4 [MH+]. Reactants: CC1=CC(=NC=C1)NC1=CC=CC(=N1)C1=CN=C(O1)NCC1=CC=NC=C1 (5-[6-(4-methylpyridin-2-ylamino)pyridin-2-yl]-N-(pyridin-4-ylmethyl)oxazol-2-amine), ClC=1OC(=CN1)C1=CC=CC(=N1)NC=1SC(=CN1)C ([6-(2-Chloro-oxazol-5-yl)-pyridin-2-yl]-(5-methyl-thiazol-2-yl)-amine), O=C1NCCNC1 (2-oxopiperazine). Run in CC(C)O (iPrOH). Product: CC1=CN=C(S1)NC1=CC=CC(=N1)C1=CN=C(O1)N1CC(NCC1)=O (4-{5-[6-(5-methyl-thiazol-2-ylamino)-pyridin-2-yl]-oxazol-2-yl}-piperazin-2-one). RXN SMILES: CC1C=CN=C(NC2N=C(C3OC(NCC4C=CN=CC=4)=NC=3)C=CC=2)C=1.Cl[C:29]1[O:30][C:31]([C:34]2[N:39]=[C:38]([NH:40][C:41]3[S:42][C:43]([CH3:46])=[CH:44][N:45]=3)[CH:37]=[CH:36][CH:35]=2)=[CH:32][N:33]=1.[O:47]=[C:48]1[CH2:53][NH:52][CH2:51][CH2:50][NH:49]1>CC(O)C>[CH3:46][C:43]1[S:42][C:41]([NH:40][C:38]2[N:39]=[C:34]([C:31]3[O:30][C:29]([N:52]4[CH2:51][CH2:50][NH:49][C:48](=[O:47])[CH2:53]4)=[N:33][CH:32]=3)[CH:35]=[CH:36][CH:37]=2)=[N:45][CH:44]=1. Procedure details: Prepared as for 5-[6-(4-methylpyridin-2-ylamino)pyridin-2-yl]-N-(pyridin-4-ylmethyl)oxazol-2-amine above from [6-(2-Chloro-oxazol-5-yl)-pyridin-2-yl]-(5-methyl-thiazol-2-yl)-amine and 2-oxopiperazine in iPrOH. 1H NMR (400 MHz, DMSO-d6) δ 11.08 (s, 1H), 8.14 (s, 1H), 7.68 (t, J=7.9 Hz, 1H), 7.59 (s, 1H), 7.16-6.97 (m, 2H), 6.83 (d, J=8.2 Hz, 1H), 4.11 (s, 2H), 3.86-3.63 (m, 2H), 3.43-3.32 (m, 2H), 2.37 (s, 3H). (ESI+) m/z 357 (M+H)+. Retention time=1.91 mins (method 1). Reactants: ClC1=NC(=NC(=C1CCCl)Cl)N1CCOCC1 (4-[4,6-dichloro-5-(2-chloroethyl)-pyrimidin-2-yl]-morpholine), NC=1C=NC=CC1 (3-aminopyridine). The product is ClC=1C2=C(N=C(N1)N1CCOCC1)N(CC2)C=2C=NC=CC2 (4-Chloro-2-morpholin-4-yl-7-pyridin-3-yl-6,7-dihydro-5H-pyrrolo[2,3-d]pyrimidine). Yield: 0.1%. Reaction SMILES: Cl[C:2]1[C:7]([CH2:8][CH2:9]Cl)=[C:6]([Cl:11])[N:5]=[C:4]([N:12]2[CH2:17][CH2:16][O:15][CH2:14][CH2:13]2)[N:3]=1.[NH2:18][C:19]1[CH:20]=[N:21][CH:22]=[CH:23][CH:24]=1>>[Cl:11][C:6]1[C:7]2[CH2:8][CH2:9][N:18]([C:19]3[CH:20]=[N:21][CH:22]=[CH:23][CH:24]=3)[C:2]=2[N:3]=[C:4]([N:12]2[CH2:17][CH2:16][O:15][CH2:14][CH2:13]2)[N:5]=1. Reported procedure: In the same manner as Example 1-B-01, from 4-[4,6-dichloro-5-(2-chloroethyl)-pyrimidin-2-yl]-morpholine (1.25 g) and 3-aminopyridine (1.97 g), the desired compound (pale yellow powder, 1.07 mg, 88%) was obtained. Reactants: O=C1CCC(=O)N1Br, CC1(C)SC(=O)C2OC=CC=C21, ClCCl. Yields the product CC1(C)SC(=O)C2OC=C(Br)C=C21. RXN SMILES: [Br:1][N:2]1[C:3](=[O:4])[CH2:5][CH2:6][C:7]1=[O:8].[CH3:9][C:10]1([CH3:20])[S:11][C:12](=[O:19])[CH:13]2[O:14][CH:15]=[CH:16][CH:17]=[C:18]12.[Cl:21][CH2:22][Cl:23]>>[Br:1][C:16]1=[CH:15][O:14][CH:13]2[C:12](=[O:19])[S:11][C:10]([CH3:9])([CH3:20])[C:18]2=[CH:17]1. Reactants: CCCCc1ncc(C=C(Cc2cccs2)C(=O)OC)n1Cc1ccccc1Cl, CC(C)C[Al+]CC(C)C, CO, CC(=O)O, Cl, [H-], C1CCOC1, O. The product is CCCCc1ncc(C=C(CO)Cc2cccs2)n1Cc1ccccc1Cl. Reaction SMILES: [CH2:1]([CH2:2][CH2:3][CH3:4])[c:5]1[n:6]([CH2:22][c:23]2[c:24]([Cl:29])[cH:25][cH:26][cH:27][cH:28]2)[c:7]([CH:10]=[C:11]([C:12](=[O:13])[O:14][CH3:15])[CH2:16][c:17]2[s:18][cH:19][cH:20][cH:21]2)[cH:8][n:9]1.[CH2:31]([Al+:32][CH2:33][CH:34]([CH3:35])[CH3:36])[CH:37]([CH3:38])[CH3:39].[CH3:40][OH:41].[CH3:49][C:50](=[O:51])[OH:52].[ClH:42].[H-:30].[O:43]1[CH2:44][CH2:45][CH2:46][CH2:47]1.[OH2:48]>>[CH2:1]([CH2:2][CH2:3][CH3:4])[c:5]1[n:6]([CH2:22][c:23]2[c:24]([Cl:29])[cH:25][cH:26][cH:27][cH:28]2)[c:7]([CH:10]=[C:11]([CH2:12][OH:13])[CH2:16][c:17]2[s:18][cH:19][cH:20][cH:21]2)[cH:8][n:9]1. Reactants: O=c1c(Cc2cccnc2)cn2c3ccc([N+](=O)[O-])cc3c3cc(Cl)cc1c32, [Cu], [Na+], [OH-], O, O=S(=O)(O)O. The product is Nc1ccc2c(c1)c1cc(Cl)cc3c(=O)c(Cc4cccnc4)cn2c31. As a reaction SMILES: [Cl:1][c:2]1[cH:3][c:4]2[c:5]3[cH:6][c:7]([N+:26]([O-:27])=[O:28])[cH:8][cH:9][c:10]3[n:11]3[c:12]2[c:13]([cH:14]1)[c:15](=[O:25])[c:16]([CH2:18][c:19]1[cH:20][n:21][cH:22][cH:23][cH:24]1)[cH:17]3.[Cu:37].[Na+:31].[OH-:30].[OH2:29].[S:32](=[O:33])(=[O:34])([OH:35])[OH:36]>>[Cl:1][c:2]1[cH:3][c:4]2[c:5]3[cH:6][c:7]([NH2:26])[cH:8][cH:9][c:10]3[n:11]3[c:12]2[c:13]([cH:14]1)[c:15](=[O:25])[c:16]([CH2:18][c:19]1[cH:20][n:21][cH:22][cH:23][cH:24]1)[cH:17]3. The reactants are BrC1=CC=C2CCC(C2=C1)O (6-Bromoindan-1-ol), O1CCCC=C1 (dihydropyrane). Reagents/catalysts: C1(=CC=C(C=C1)S(=O)(=O)[O-])C.[NH+]1=CC=CC=C1 (pyridinium p-toluenesulfonate). The solvent is ClCCl (dichloromethane). Conditions: time 1.5 hour. Product: BrC1=CC=C2CCC(C2=C1)OC1OCCCC1 (6-bromo-1-tetrahydropyranyloxyindane). Isolated yield 97.7%. RXN SMILES: [Br:1][C:2]1[CH:10]=[C:9]2[C:5]([CH2:6][CH2:7][CH:8]2[OH:11])=[CH:4][CH:3]=1.[O:12]1[CH:17]=[CH:16][CH2:15][CH2:14][CH2:13]1>ClCCl.C1(C)C=CC(S([O-])(=O)=O)=CC=1.[NH+]1C=CC=CC=1>[Br:1][C:2]1[CH:10]=[C:9]2[C:5]([CH2:6][CH2:7][CH:8]2[O:11][CH:13]2[CH2:14][CH2:15][CH2:16][CH2:17][O:12]2)=[CH:4][CH:3]=1 |f:3.4|. Procedure details: 6-Bromoindan-1-ol (3.01 g) and dihydropyrane (1.78 g) are dissolved in dichloromethane (50 ml), and thereto is added pyridinium p-toluenesulfonate (178 mg), and the mixture is stirred at room temperature for 1.5 hour. The reaction solution is washed with a saturated aqueous sodium hydrogen carbonate solution, dried, and evaporated to remove the solvent. The residue is purified by silica gel column chromatography (solvent; hexane/ethyl acetate) to give 6-bromo-1-tetrahydropyranyloxyindane (4.10 g...